This data is from the Open Reaction Database (ORD), a public repository of structured organic reaction records. The task is: describe an organic reaction: reactants, conditions, products, and yield Reactants: C(C)(=O)NC=1C=CC(=C(C1)NC(C(F)(F)F)=O)C (N-(5-Acetylamino-2-methyl-phenyl)-2,2,2-trifluoro-acetamide), C([O-])([O-])=O.[Na+].[Na+] (sodium carbonate), O (water). Reaction SMILES: [C:1]([NH:4][C:5]1[CH:6]=[CH:7][C:8]([CH3:18])=[C:9]([NH:11]C(=O)C(F)(F)F)[CH:10]=1)(=[O:3])[CH3:2].C(=O)([O-])[O-].[Na+].[Na+].O>CO>[NH2:11][C:9]1[CH:10]=[C:5]([NH:4][C:1](=[O:3])[CH3:2])[CH:6]=[CH:7][C:8]=1[CH3:18] |f:1.2.3|. Reaction conditions: time 12 hour. Run in CO (methanol). Procedure: N-(5-Acetylamino-2-methyl-phenyl)-2,2,2-trifluoro-acetamide (2.93 g, 11.24 mmol) was taken up in methanol (50 mL) and sodium carbonate (5.96 g, 56.20 mmol) was added. The reaction was stirred at room temp for 12 h. The reaction mixture was into water and the aqueous layer was extracted three times with ethyl acetate. The combined organic layers were washed with brine and dried over anhydrous magnesium sulfate. The solution was filtered and the solvent removed under reduced pressure. The product ... The product is NC=1C=C(C=CC1C)NC(C)=O (N-(3-Amino-4-methyl-phenyl)-acetamide). Starting materials: O=C([O-])O, ClCCl, CSc1ccc2c(c1)C=Cc1ccc(C=O)cc1S2, [Na+], O=[N+]([O-])O. The product is CSc1ccc2c(c1)C=Cc1ccc(C=O)cc1S2=O. RXN SMILES: [C:24](=[O:25])([OH:26])[O-:27].[CH2:29]([Cl:30])[Cl:31].[CH3:1][S:2][c:3]1[cH:4][cH:5][c:6]2[c:7]([cH:19]1)[CH:8]=[CH:9][c:10]1[c:11]([cH:13][c:14]([CH:17]=[O:18])[cH:15][cH:16]1)[S:12]2.[Na+:28].[OH:20][N+:21](=[O:22])[O-:23]>>[CH3:1][S:2][c:3]1[cH:4][cH:5][c:6]2[c:7]([cH:19]1)[CH:8]=[CH:9][c:10]1[c:11]([cH:13][c:14]([CH:17]=[O:18])[cH:15][cH:16]1)[S:12]2=[O:20]. Starting materials: S(=O)(=O)([O-])OOS(=O)(=O)[O-].[K+].[K+] (potassium persulfate), C=CC1=CC=CC=C1 (styrene), C(C=C)(=O)O (acrylic acid), [OH-].[NH4+] (ammonium hydroxide), solids, C=CC1=CC=CC=C1 (styrene), S(=O)(=O)(OCCCCCCCCCCCC)[O-].[Na+] (Sodium lauryl sulfate), C(C=C)(=O)O (acrylic acid). The solvent is O (water). Product: C(=CC1=CC=CC=C1)C=CC(=O)O (styrene-acrylic acid). RXN SMILES: [CH2:1]=[CH:2][C:3]1[CH:8]=[CH:7][CH:6]=[CH:5][CH:4]=1.[C:9]([OH:13])(=[O:12])[CH:10]=[CH2:11].S([O-])(OCCCCCCCCCCCC)(=O)=O.[Na+].S(OOS([O-])(=O)=O)([O-])(=O)=O.[K+].[K+].[OH-].[NH4+]>O>[CH:1]([CH:11]=[CH:10][C:9]([OH:13])=[O:12])=[CH:2][C:3]1[CH:8]=[CH:7][CH:6]=[CH:5][CH:4]=1 |f:2.3,4.5.6,7.8|. Reported procedure: First, an 80/20 styrene-acrylic acid copolymer was prepared by the emulsion copolymerization of 49.09 g of styrene with 14.7 g of acrylic acid. Sodium lauryl sulfate was used as the surfactant (1.53 g), potassium persulfate (0.17 g) as the initiator and ammonium hydroxide (dropwise) was used to adjust the pH to 4. Deoxygenated water (165 g) was used as the continuous phase. After polymerization, the material was found to contain both acrylic acid and styrene by FI-IR. This emulsion was found to ... Reactants: CC(=O)Nc1ncc(S(=O)(=O)Cl)s1, COC(=O)C(Cc1ccc(-c2ccc(C#N)cc2)cc1)NC(=O)C1Cc2cc3c(cc2CN1)OC(c1ccc(OCc2ccc(Cl)c(Cl)c2)cc1)CO3. The product is COC(=O)C(Cc1ccc(-c2ccc(C#N)cc2)cc1)NC(=O)C1Cc2cc3c(cc2CN1S(=O)(=O)c1cnc(NC(C)=O)s1)OC(c1ccc(OCc2ccc(Cl)c(Cl)c2)cc1)CO3. Reaction SMILES: [C:54]([CH3:55])(=[O:56])[NH:57][c:58]1[s:59][c:60]([S:63](=[O:64])(=[O:65])[Cl:66])[cH:61][n:62]1.[CH3:1][O:2][C:3]([CH:4]([CH2:5][c:6]1[cH:7][cH:8][c:9](-[c:12]2[cH:13][cH:14][c:15]([C:18]#[N:19])[cH:16][cH:17]2)[cH:10][cH:11]1)[NH:20][C:21](=[O:22])[CH:23]1[NH:24][CH2:25][c:26]2[cH:27][c:28]3[c:29]([cH:30][c:31]2[CH2:32]1)[O:33][CH2:34][CH:35]([c:37]1[cH:38][cH:39][c:40]([O:43][CH2:44][c:45]2[cH:46][c:47]([Cl:52])[c:48]([Cl:51])[cH:49][cH:50]2)[cH:41][cH:42]1)[O:36]3)=[O:53]>>[CH3:1][O:2][C:3]([CH:4]([CH2:5][c:6]1[cH:7][cH:8][c:9](-[c:12]2[cH:13][cH:14][c:15]([C:18]#[N:19])[cH:16][cH:17]2)[cH:10][cH:11]1)[NH:20][C:21](=[O:22])[CH:23]1[N:24]([S:63]([c:60]2[s:59][c:58]([NH:57][C:54]([CH3:55])=[O:56])[n:62][cH:61]2)(=[O:64])=[O:65])[CH2:25][c:26]2[cH:27][c:28]3[c:29]([cH:30][c:31]2[CH2:32]1)[O:33][CH2:34][CH:35]([c:37]1[cH:38][cH:39][c:40]([O:43][CH2:44][c:45]2[cH:46][c:47]([Cl:52])[c:48]([Cl:51])[cH:49][cH:50]2)[cH:41][cH:42]1)[O:36]3)=[O:53]. Starting materials: O (water), FC=1N(C=C(N1)C=O)C(C1=CC=CC=C1)(C1=CC=CC=C1)C1=CC=CC=C1 (2-fluoro-4-formyl-1-triphenylmethylimidazole), C(C1=CC=CC=C1)P(OCC)(OCC)=O (diethyl benzylphosphonate), [H-].[Na+] (sodium hydride). Run in COCCOC (1,2-dimethoxyethane). Run at time 18 hour. Yields the product FC=1N(C=C(N1)\C=C\C1=CC=CC=C1)C(C1=CC=CC=C1)(C1=CC=CC=C1)C1=CC=CC=C1 (2-fluoro-1-triphenylmethyl-4-(2-phenyl-trans-vinyl)imidazole). Isolated yield 96.5%. RXN SMILES: [F:1][C:2]1[N:3]([C:9]([C:22]2[CH:27]=[CH:26][CH:25]=[CH:24][CH:23]=2)([C:16]2[CH:21]=[CH:20][CH:19]=[CH:18][CH:17]=2)[C:10]2[CH:15]=[CH:14][CH:13]=[CH:12][CH:11]=2)[CH:4]=[C:5]([CH:7]=O)[N:6]=1.[CH2:28](P(=O)(OCC)OCC)[C:29]1[CH:34]=[CH:33][CH:32]=[CH:31][CH:30]=1.[H-].[Na+].O>COCCOC>[F:1][C:2]1[N:3]([C:9]([C:22]2[CH:27]=[CH:26][CH:25]=[CH:24][CH:23]=2)([C:16]2[CH:21]=[CH:20][CH:19]=[CH:18][CH:17]=2)[C:10]2[CH:15]=[CH:14][CH:13]=[CH:12][CH:11]=2)[CH:4]=[C:5](/[CH:7]=[CH:28]/[C:29]2[CH:34]=[CH:33][CH:32]=[CH:31][CH:30]=2)[N:6]=1 |f:2.3|. Reported procedure: To a stirred mixture of 2-fluoro-4-formyl-1-triphenylmethylimidazole (0.356 g.) and diethyl benzylphosphonate (0.228 g.) in 1,2-dimethoxyethane under an argon atmosphere at room temperature was added sodium hydride (0,048 g.). Stirring was continued for 18 hours and then water (15 ml.) was added. The precipitate was filtered and dried to give 2-fluoro-1-triphenylmethyl-4-(2-phenyl-trans-vinyl)imidazole (0.415 g.), m.p. 167°-170°.